This data is from the Open Reaction Database (ORD), a public repository of structured organic reaction records. The task is: describe an organic reaction: reactants, conditions, products, and yield The product is O=C1CC2(C(=O)N1)C(=O)N(Cc1ccc(Cl)c(Cl)c1)c1ccccc12. Starting materials: ClCc1ccc(Cl)c(Cl)c1, Cl, [H-], O=C1CC2(C(=O)N1)C(=O)Nc1ccccc12, [Na+], CN(C)C=O, O. As a reaction SMILES: [Cl:19][c:20]1[cH:21][c:22]([CH2:23][Cl:24])[cH:25][cH:26][c:27]1[Cl:28].[ClH:29].[H-:1].[NH:3]1[C:4](=[O:18])[C:5]2([C:6](=[O:11])[NH:7][C:8](=[O:10])[CH2:9]2)[c:12]2[cH:13][cH:14][cH:15][cH:16][c:17]21.[Na+:2].[O:30]=[CH:31][N:32]([CH3:33])[CH3:34].[OH2:35]>>[N:3]1([CH2:23][c:22]2[cH:21][c:20]([Cl:19])[c:27]([Cl:28])[cH:26][cH:25]2)[C:4](=[O:18])[C:5]2([C:6](=[O:11])[NH:7][C:8](=[O:10])[CH2:9]2)[c:12]2[cH:13][cH:14][cH:15][cH:16][c:17]21. RXN SMILES: [Cl:1][C:2]1[N:7]=[C:6]([C:8]2[CH:9]=[C:10]([CH:13]=[CH:14][CH:15]=2)[CH:11]=O)[CH:5]=[CH:4][N:3]=1.[C:16]([O:20][C:21]([N:23]1[CH2:27][CH2:26][CH:25]([NH2:28])[CH2:24]1)=[O:22])([CH3:19])([CH3:18])[CH3:17]>>[C:16]([O:20][C:21]([N:23]1[CH2:27][CH2:26][CH:25]([NH:28][CH2:11][C:10]2[CH:13]=[CH:14][CH:15]=[C:8]([C:6]3[CH:5]=[CH:4][N:3]=[C:2]([Cl:1])[N:7]=3)[CH:9]=2)[CH2:24]1)=[O:22])([CH3:19])([CH3:17])[CH3:18]. The reactants are ClC1=NC=CC(=N1)C=1C=C(C=O)C=CC1 (3-(2-Chloro-pyrimidin-4-yl)-benzaldehyde), C(C)(C)(C)OC(=O)N1CC(CC1)N (3-Amino-pyrrolidine-1-carboxylic acid tert-butyl ester), 389. The product is C(C)(C)(C)OC(=O)N1CC(CC1)NCC1=CC(=CC=C1)C1=NC(=NC=C1)Cl (3-[3-(2-Chloro-pyrimidin-4-yl)-benzylamino]-pyrrolidine-1-carboxylic acid tert-butyl ester). Procedure details: Intermediate 1 was coupled with 3-Amino-pyrrolidine-1-carboxylic acid tert-butyl ester following procedure B. LC-MS showed the product had the expected M+H+ of 389. The reactants are FC(C1=CC=C(COC2=C(C=CC3=CC=CC=C23)C(=O)O)C=C1)(F)F (1-(4-trifluoromethyl-benzyloxy)-naphthalene-2-carboxylic acid), C(C)(C)N(C(C)C)CC (N,N-diisopropylethylamine), atmosphere, ON1N=NC2=C1C=CC=C2 (1-hydroxybenzotriazole), Cl.C(C)N=C=NCCCN(C)C (1-ethyl-3-(3-dimethylaminopropyl)carbodiimide hydrochloride), C(C)(C)N(C(C)C)CC (N,N-diisopropylethylamine), Cl.COC(=O)C1(CC=CC1)N (1-amino-cyclopent-3-enecarboxylic acid methyl ester hydrochloride). The solvent is CN(C)C=O (DMF). Run at time 30 minute. Product: COC(=O)C1(CC=CC1)NC(=O)C1=C(C2=CC=CC=C2C=C1)OCC1=CC=C(C=C1)C(F)(F)F (1-{[1-(4-trifluoromethyl-benzyloxy)-naphthalene-2-carbonyl]-amino}-cyclopent-3-enecarboxylic acid methyl ester). Yield: 118.0%. As a reaction SMILES: [F:1][C:2]([F:25])([F:24])[C:3]1[CH:23]=[CH:22][C:6]([CH2:7][O:8][C:9]2[C:18]3[C:13](=[CH:14][CH:15]=[CH:16][CH:17]=3)[CH:12]=[CH:11][C:10]=2[C:19](O)=[O:20])=[CH:5][CH:4]=1.ON1C2C=CC=CC=2N=N1.Cl.C(N=C=NCCCN(C)C)C.C(N(CC)C(C)C)(C)C.Cl.[CH3:58][O:59][C:60]([C:62]1([NH2:67])[CH2:66][CH:65]=[CH:64][CH2:63]1)=[O:61]>CN(C=O)C>[CH3:58][O:59][C:60]([C:62]1([NH:67][C:19]([C:10]2[CH:11]=[CH:12][C:13]3[C:18](=[CH:17][CH:16]=[CH:15][CH:14]=3)[C:9]=2[O:8][CH2:7][C:6]2[CH:22]=[CH:23][C:3]([C:2]([F:1])([F:25])[F:24])=[CH:4][CH:5]=2)=[O:20])[CH2:66][CH:65]=[CH:64][CH2:63]1)=[O:61] |f:2.3,5.6|. Reported procedure: To a solution of 200 mg 1-(4-trifluoromethyl-benzyloxy)-naphthalene-2-carboxylic acid in 2 ml abs. DMF under inert atmosphere 72 mg 1-hydroxybenzotriazole, 285 mg 1-ethyl-3-(3-dimethylaminopropyl)carbodiimide hydrochloride and 288 μl of N,N-diisopropylethylamine were added at 0° C. After 30 minutes at 0° C. 229 mg of 1-amino-cyclopent-3-enecarboxylic acid methyl ester hydrochloride, followed by 223 μl of N,N-diisopropylethylamine were added. After 16 h at room temperature the reaction mixture wa... The reactants are [Al+3], C1CCOC1, Cc1ccccc1, CCOC(=O)C1=C(c2ccc(Cl)c(Cl)c2)CC(C)N(C(=O)OC(C)(C)C)C1, CCOC(=O)C1=C(c2ccc(Cl)c(Cl)c2)CCN(C(=O)OC(C)(C)C)C1C, [H-], [H-], [H-], [H-], [Li+]. The product is CC1CC(c2ccc(Cl)c(Cl)c2)=C(CO)CN1C(=O)OC(C)(C)C. As a reaction SMILES: [Al+3:56].[CH2:68]1[O:69][CH2:70][CH2:71][CH2:72]1.[CH3:61][c:62]1[cH:63][cH:64][cH:65][cH:66][cH:67]1.[Cl:1][c:2]1[cH:3][c:4]([C:9]2=[C:10]([C:23](=[O:24])[O:25][CH2:26][CH3:27])[CH2:11][N:12]([C:16](=[O:17])[O:18][C:19]([CH3:20])([CH3:21])[CH3:22])[CH:13]([CH3:15])[CH2:14]2)[cH:5][cH:6][c:7]1[Cl:8].[Cl:28][c:29]1[cH:30][c:31]([C:32]2=[C:45]([C:46]([O:47][CH2:48][CH3:49])=[O:50])[CH:43]([CH3:44])[N:35]([C:36]([O:37][C:38]([CH3:39])([CH3:40])[CH3:41])=[O:42])[CH2:34][CH2:33]2)[cH:51][cH:52][c:53]1[Cl:54].[H-:55].[H-:58].[H-:59].[H-:60].[Li+:57]>>[Cl:1][c:2]1[cH:3][c:4]([C:9]2=[C:10]([CH2:23][OH:24])[CH2:11][N:12]([C:16](=[O:17])[O:18][C:19]([CH3:20])([CH3:21])[CH3:22])[CH:13]([CH3:15])[CH2:14]2)[cH:5][cH:6][c:7]1[Cl:8]. The reactants are C(C)#N (acetonitrile), FC1=C(C=C(C(=C1)B1OC(C(O1)(C)C)(C)C)F)[Si](C)(C)C ((2,5-difluoro-4-(4,4,5,5-tetramethyl-1,3,2-dioxaborolan-2-yl)phenyl)trimethylsilane), NC1=C(C(=NC(=C1)Cl)C(=O)OC)Cl (methyl 4-amino-3,6-dichloropicolinate), C([O-])([O-])=O.[Na+].[Na+] (sodium carbonate). The reagents and catalysts are Cl[Pd]([P](C1=CC=CC=C1)(C2=CC=CC=C2)C3=CC=CC=C3)([P](C4=CC=CC=C4)(C5=CC=CC=C5)C6=CC=CC=C6)Cl (bis(triphenyl phosphine)palladium(II) chloride). Solvent: O (water), [Cl-].[Na+].O (brine). Conditions: temperature 120 celsius, time 20 minute. Yields the product NC1=C(C(=NC(=C1)C1=C(C=C(C(=C1)F)[Si](C)(C)C)F)C(=O)OC)Cl (methyl 4-amino-3-chloro-6-(2,5-difluoro-4-(trimethylsilyl)phenyl)picolinate). Isolated yield 39.4%. As a reaction SMILES: [F:1][C:2]1[CH:7]=[C:6](B2OC(C)(C)C(C)(C)O2)[C:5]([F:17])=[CH:4][C:3]=1[Si:18]([CH3:21])([CH3:20])[CH3:19].[NH2:22][C:23]1[CH:28]=[C:27](Cl)[N:26]=[C:25]([C:30]([O:32][CH3:33])=[O:31])[C:24]=1[Cl:34].C(=O)([O-])[O-].[Na+].[Na+].C(#N)C>[Cl-].[Na+].O.Cl[Pd](Cl)([P](C1C=CC=CC=1)(C1C=CC=CC=1)C1C=CC=CC=1)[P](C1C=CC=CC=1)(C1C=CC=CC=1)C1C=CC=CC=1.O>[NH2:22][C:23]1[CH:28]=[C:27]([C:6]2[CH:7]=[C:2]([F:1])[C:3]([Si:18]([CH3:19])([CH3:20])[CH3:21])=[CH:4][C:5]=2[F:17])[N:26]=[C:25]([C:30]([O:32][CH3:33])=[O:31])[C:24]=1[Cl:34] |f:2.3.4,6.7.8,^1:49,68|. Reported procedure: In a microwave vessel, a suspension of (2,5-difluoro-4-(4,4,5,5-tetramethyl-1,3,2-dioxaborolan-2-yl)phenyl)trimethylsilane (see, e.g., WO 2013003740 A1) (0.6 g, 1.922 mmol), methyl 4-amino-3,6-dichloropicolinate (Head A) (0.354 g, 1.601 mmol), bis(triphenyl phosphine)palladium(II) chloride (0.112 g, 0.160 mmol) and sodium carbonate (0.204 g, 1.922 mmol) in a 3:1 mixture of acetonitrile (4.00 mL) and water (1.334 mL) was stirred under microwave irradiation (120° C., 20 min). The reaction mixture ...